Dataset: the Open Reaction Database (ORD), a public repository of structured organic reaction records. Task: describe an organic reaction: reactants, conditions, products, and yield The reactants are CC(C)(C)OC(=O)NC1(C(=O)NC(CCO)c2ccc(C#N)cc2)CCN(c2ncnc3[nH]ccc23)CC1, Cl, C1COCCO1. Yields the product N#Cc1ccc(C(CCO)NC(=O)C2(N)CCN(c3ncnc4[nH]ccc34)CC2)cc1. Reaction SMILES: [C:1](#[N:2])[c:3]1[cH:4][cH:5][c:6]([CH:9]([CH2:10][CH2:11][OH:12])[NH:13][C:14](=[O:15])[C:16]2([NH:31][C:32](=[O:33])[O:34][C:35]([CH3:36])([CH3:37])[CH3:38])[CH2:17][CH2:18][N:19]([c:22]3[c:23]4[c:24]([n:25][cH:26][n:27]3)[nH:28][cH:29][cH:30]4)[CH2:20][CH2:21]2)[cH:7][cH:8]1.[ClH:39].[O:40]1[CH2:41][CH2:42][O:43][CH2:44][CH2:45]1>>[C:1](#[N:2])[c:3]1[cH:4][cH:5][c:6]([CH:9]([CH2:10][CH2:11][OH:12])[NH:13][C:14](=[O:15])[C:16]2([NH2:31])[CH2:17][CH2:18][N:19]([c:22]3[c:23]4[c:24]([n:25][cH:26][n:27]3)[nH:28][cH:29][cH:30]4)[CH2:20][CH2:21]2)[cH:7][cH:8]1. Yields the product CC1(C)COC(=O)C1O. Reaction SMILES: [CH3:10][c:11]1[cH:12][cH:13][cH:14][cH:15][cH:16]1.[CH3:1][C:2]1([CH3:9])[C:3](=[O:8])[C:4](=[O:7])[O:5][CH2:6]1>>[CH3:1][C:2]1([CH3:9])[CH:3]([OH:8])[C:4](=[O:7])[O:5][CH2:6]1. Starting materials: Cc1ccccc1, CC1(C)COC(=O)C1=O. Reactants: C(C1=CC=CC=C1)N(CCC(C)(O)C)CC1=CC=CC=C1 (4-(dibenzylamino)-2-methylbutan-2-ol), C(C)N(CC)S(F)(F)F (diethylaminosulfur trifluoride), C(=O)(O)[O-].[Na+] (NaHCO3). Solvent: C(Cl)Cl (DCM). Conditions: time 8 hour. The product is C(C1=CC=CC=C1)N(CCC(C)(C)F)CC1=CC=CC=C1 (N,N-dibenzyl-3-fluoro-3-methylbutan-1-amine). The yield is 39.5%. RXN SMILES: [CH2:1]([N:8]([CH2:15][C:16]1[CH:21]=[CH:20][CH:19]=[CH:18][CH:17]=1)[CH2:9][CH2:10][C:11]([CH3:14])(O)[CH3:12])[C:2]1[CH:7]=[CH:6][CH:5]=[CH:4][CH:3]=1.C(N(S(F)(F)[F:28])CC)C.C([O-])(O)=O.[Na+]>C(Cl)Cl>[CH2:1]([N:8]([CH2:15][C:16]1[CH:21]=[CH:20][CH:19]=[CH:18][CH:17]=1)[CH2:9][CH2:10][C:11]([F:28])([CH3:14])[CH3:12])[C:2]1[CH:7]=[CH:6][CH:5]=[CH:4][CH:3]=1 |f:2.3|. Reported procedure: Treat a −78° C. solution of 4-(dibenzylamino)-2-methylbutan-2-ol (110.0 g, 0.39 mol) in DCM (1 L) drop-wise with diethylaminosulfur trifluoride (75 g, 0.47 mol) under N2, allow it to warm to RT and stir overnight. Re-cool the mixture to −78° C., treat drop-wise with saturated NaHCO3 (300 mL), warm to RT, extract with EtOAc (3×), wash the combined organics with brine, dry over Na2SO4, concentrate to dryness and purify via silica gel chromatography (0.1-0.2% EtOAc/pet ether) to afford the title co...